From a dataset of the Open Reaction Database (ORD), a public repository of structured organic reaction records. describe an organic reaction: reactants, conditions, products, and yield Reactants: C(C)O (ethanol), C([O-])([O-])=O.[K+].[K+] (potassium carbonate), B(OC=1OC2=C(C1)C=C(C=C2)OCCOCCC)([O-])[O-] (5-propoxyethoxy-benzofuran-2-yl borate), BrC=1C=CC2=C(C=C(CCS2(=O)=O)C(=O)NC2=CC=C(C=C2)CN(C2CCOCC2)C)C1 (7-bromo-N-[4-[[N-methyl-N-(tetrahydropyran-4-yl)amino]methyl]phenyl]-1,1-dioxo-2,3-dihydro-1-benzothiepine-4-carboxamide). The reagents and catalysts are C=1C=CC(=CC1)[P](C=2C=CC=CC2)(C=3C=CC=CC3)[Pd]([P](C=4C=CC=CC4)(C=5C=CC=CC5)C=6C=CC=CC6)([P](C=7C=CC=CC7)(C=8C=CC=CC8)C=9C=CC=CC9)[P](C=1C=CC=CC1)(C=1C=CC=CC1)C=1C=CC=CC1 (tetrakistriphenylphosphinepalladium). Solvent: C1(=CC=CC=C1)C (toluene), O (water), O (water). Run at time 30 minute. Yields the product CN(C1CCOCC1)CC1=CC=C(C=C1)NC(=O)C=1CCS(C2=C(C1)C=C(C=C2)C=2OC1=C(C2)C=C(C=C1)OCCOCCC)(=O)=O (N-[4-[[N-methyl-N-(tetrahydropyran-4-yl)amino]methyl]phenyl]-1,1-dioxo-7-(5-propoxyethoxybenzofuran-2-yl)-2,3-dihydro-1-benzothiepine-4-carboxamide). The yield is 52.6%. As a reaction SMILES: C(O)C.B([O-])([O-])O[C:6]1[O:7][C:8]2[CH:14]=[CH:13][C:12]([O:15][CH2:16][CH2:17][O:18][CH2:19][CH2:20][CH3:21])=[CH:11][C:9]=2[CH:10]=1.Br[C:25]1[CH:26]=[CH:27][C:28]2[S:34](=[O:36])(=[O:35])[CH2:33][CH2:32][C:31]([C:37]([NH:39][C:40]3[CH:45]=[CH:44][C:43]([CH2:46][N:47]([CH3:54])[CH:48]4[CH2:53][CH2:52][O:51][CH2:50][CH2:49]4)=[CH:42][CH:41]=3)=[O:38])=[CH:30][C:29]=2[CH:55]=1.C(=O)([O-])[O-].[K+].[K+]>C1(C)C=CC=CC=1.C1C=CC([P]([Pd]([P](C2C=CC=CC=2)(C2C=CC=CC=2)C2C=CC=CC=2)([P](C2C=CC=CC=2)(C2C=CC=CC=2)C2C=CC=CC=2)[P](C2C=CC=CC=2)(C2C=CC=CC=2)C2C=CC=CC=2)(C2C=CC=CC=2)C2C=CC=CC=2)=CC=1.O>[CH3:54][N:47]([CH2:46][C:43]1[CH:44]=[CH:45][C:40]([NH:39][C:37]([C:31]2[CH2:32][CH2:33][S:34](=[O:36])(=[O:35])[C:28]3[CH:27]=[CH:26][C:25]([C:6]4[O:7][C:8]5[CH:14]=[CH:13][C:12]([O:15][CH2:16][CH2:17][O:18][CH2:19][CH2:20][CH3:21])=[CH:11][C:9]=5[CH:10]=4)=[CH:55][C:29]=3[CH:30]=2)=[O:38])=[CH:41][CH:42]=1)[CH:48]1[CH2:53][CH2:52][O:51][CH2:50][CH2:49]1 |f:3.4.5,^1:72,74,93,112|. Reported procedure: In toluene (15 ml), ethanol (1.5 ml) and water (1.5 ml) were suspended 5-propoxyethoxy-benzofuran-2-yl borate (198 mg), 7-bromo-N-[4-[[N-methyl-N-(tetrahydropyran-4-yl)amino]methyl]phenyl]-1,1-dioxo-2,3-dihydro-1-benzothiepine-4-carboxamide (300 mg) and potassium carbonate (208 mg), and the suspension was stirred under argon atmosphere for 30 minutes. To the mixture was added tetrakistriphenylphosphinepalladium (47 mg), and the mixture was stirred, under argon atmosphere, at 100° C. for 8 hours ... The reactants are O (water), BrC=1C(CCC1C)=O (2-bromo-3-methyl-2-cyclopenten-1-one), FC1=C(C=C(C=C1)OC)C1=C(C=C(C=C1)C(=O)OC)B1OC(C(O1)(C)C)(C)C (Methyl 2′-fluoro-5′-(methyloxy)-2-(4,4,5,5-tetramethyl-1,3,2-dioxaborolan-2-yl)-1,1′-biphenyl-4-carboxylate), P(=O)([O-])([O-])[O-].[K+].[K+].[K+] (potassium phosphate), C1(CCCCC1)P(C1=C(C=CC=C1)C1=C(C=CC=C1OC)OC)C1CCCCC1 (2-dicyclohexylphosphino-2′,6′-dimethoxybiphenyl). RXN SMILES: Br[C:2]1[C:3](=[O:8])[CH2:4][CH2:5][C:6]=1[CH3:7].[F:9][C:10]1[CH:15]=[CH:14][C:13]([O:16][CH3:17])=[CH:12][C:11]=1[C:18]1[CH:23]=[CH:22][C:21]([C:24]([O:26][CH3:27])=[O:25])=[CH:20][C:19]=1B1OC(C)(C)C(C)(C)O1.P([O-])([O-])([O-])=O.[K+].[K+].[K+].C1(P(C2CCCCC2)C2C=CC=CC=2C2C(OC)=CC=CC=2OC)CCCCC1.O>C([O-])(=O)C.[Pd+2].C([O-])(=O)C.CCOCC.C1COCC1>[F:9][C:10]1[CH:15]=[CH:14][C:13]([O:16][CH3:17])=[CH:12][C:11]=1[C:18]1[CH:23]=[CH:22][C:21]([C:24]([O:26][CH3:27])=[O:25])=[CH:20][C:19]=1[C:2]1[C:3](=[O:8])[CH2:4][CH2:5][C:6]=1[CH3:7] |f:2.3.4.5,8.9.10|. Product: crude residue, FC1=C(C=C(C=C1)OC)C1=C(C=C(C=C1)C(=O)OC)C1=C(CCC1=O)C (Methyl 2′-fluoro-2-(2-methyl-5-oxo-1-cyclopenten-1-yl)-5′-(methyloxy)-1,1′-biphenyl-4-carboxylate). Reported procedure: A screw-cap vial was charged with 2-bromo-3-methyl-2-cyclopenten-1-one (available from Aldrich) (0.68 g, 3.9 mmol), 66.56A (1.00 g, 2.6 mmol), potassium phosphate (1.6 g, 7.8 mmol), 2-dicyclohexylphosphino-2′,6′-dimethoxybiphenyl (available from Aldrich) (0.33 g, 0.80 mmol), palladium(II) acetate (available from Aldrich) (0.058 g, 0.26 mmol), degassed THF (17 mL), and water (0.23 mL, 13 mmol). The mixture was purged three times with N2, stirred for 48 hours at room temperature under N2, filtered... Reagents/catalysts: C(C)(=O)[O-].[Pd+2].C(C)(=O)[O-] (palladium(II) acetate). Conditions: time 48 hour. The yield is 78.1%. Solvent: C1CCOC1 (THF), CCOCC (ether). Starting materials: NCCCCN1CCN(CC1)C1=NC=CC=N1 (1-(4-aminobutyl)-4-(2-pyrimidinyl) piperazine), C12C(OC(C(CCC1)C2)=O)=O (3-oxabicyclo[3.3.1]nonan-2,4-dione). Product: N1=C(N=CC=C1)N1CCN(CC1)CCCCN1C(C2CCCC(C1=O)C2)=O (3-(4-[4-(2-Pyrimidinyl)-1-piperazinyl]-butyl)-3-azabicyclo[3.3.1]nonan-2,4-dione). The yield is 46.5%. As a reaction SMILES: [NH2:1][CH2:2][CH2:3][CH2:4][CH2:5][N:6]1[CH2:11][CH2:10][N:9]([C:12]2[N:17]=[CH:16][CH:15]=[CH:14][N:13]=2)[CH2:8][CH2:7]1.[CH:18]12[CH2:26][CH:22]([CH2:23][CH2:24][CH2:25]1)[C:21](=[O:27])[O:20][C:19]2=O>>[N:17]1[CH:16]=[CH:15][CH:14]=[N:13][C:12]=1[N:9]1[CH2:8][CH2:7][N:6]([CH2:5][CH2:4][CH2:3][CH2:2][N:1]2[C:19](=[O:20])[CH:18]3[CH2:26][CH:22]([CH2:23][CH2:24][CH2:25]3)[C:21]2=[O:27])[CH2:11][CH2:10]1. Procedure: Following substantially the procedure of Example 1, 2.78 g (11.8 mmol) of 1-(4-aminobutyl)-4-(2-pyrimidinyl) piperazine was reacted with 1.88 g (12.2 mmol) of 3-oxabicyclo[3.3.1]nonan-2,4-dione. The product was chromatographed on silica gel, eluting with dichloromethane/methanol (90:10), to give 2.04 g (47% yield) of the title compound. Starting materials: Rochelle-salt, O.O.O.O.C(=O)([O-])C(O)C(O)C(=O)[O-].[K+].[Na+] (sodium potassium tartrate tetrahydrate), O (water), C(=O)(OCC)C1=C(N=C2N1C=C(C=C2NCC2=C(C=CC=C2C)C)C)C (3-carboethoxy-2,6-dimethyl-8-(2,6-dimethylbenzylamino)imidazo[1,2-a]pyridine), ice water, COCCO[AlH2-]OCCOC.[Na+] (Red-AL). Run in C1(=CC=CC=C1)C (toluene), C1(=CC=CC=C1)C (toluene), C1(=CC=CC=C1)C (toluene). Conditions: time 2 hour. Yields the product CC=1N=C2N(C=C(C=C2NCC2=C(C=CC=C2C)C)C)C1CO (2,6-dimethyl-8-(2,6-dimethylbenzylamino)-3-hydroxymethyl imidazo[1,2-a]pyridine). Isolated yield 62.0%. As a reaction SMILES: [C:1]([C:6]1[N:10]2[CH:11]=[C:12]([CH3:25])[CH:13]=[C:14]([NH:15][CH2:16][C:17]3[C:22]([CH3:23])=[CH:21][CH:20]=[CH:19][C:18]=3[CH3:24])[C:9]2=[N:8][C:7]=1[CH3:26])(OCC)=[O:2].COCCO[AlH2-]OCCOC.[Na+].O.O.O.O.C(C(C(C([O-])=O)O)O)([O-])=O.[K+].[Na+].O>C1(C)C=CC=CC=1>[CH3:26][C:7]1[N:8]=[C:9]2[C:14]([NH:15][CH2:16][C:17]3[C:22]([CH3:23])=[CH:21][CH:20]=[CH:19][C:18]=3[CH3:24])=[CH:13][C:12]([CH3:25])=[CH:11][N:10]2[C:6]=1[CH2:1][OH:2] |f:1.2,3.4.5.6.7.8.9|. Procedure: A solution of 3-carboethoxy-2,6-dimethyl-8-(2,6-dimethylbenzylamino)imidazo[1,2-a]pyridine (0.4 g, 1.1 mmol) in 10 ml toluene was cold with ice- water, Red-AL 65% in to toluene (2.1 g, 6.6 mmol) was added after 30 min. The solution was stirred for 2 h at room temperature. 10 ml of Rochelle-salt solution (sodium potassium tartrate tetrahydrate, 35 g/250 ml water) was added dropwise, 10 ml toluene was added, the organic layer was separated and washed with water, dried over sodium sulfate and evapo...